Dataset: the Open Reaction Database (ORD), a public repository of structured organic reaction records. Task: describe an organic reaction: reactants, conditions, products, and yield Starting materials: CC1=C(O)C=CC(=C1)O (methylhydroquinone), [OH-].[Na+] (sodium hydroxide), S(=O)(=O)([O-])S(=O)[O-].[Na+].[Na+] (sodium pyrosulfite), C(C)(=O)OC1=CC=C(C(=O)O)C=C1 (4-acetoxybenzoic acid), S(=O)(Cl)Cl (thionyl chloride), acid chloride. The reagents and catalysts are [Br-].C(CCC)[N+](CCCC)(CCCC)CCCC (Tetrabutylammonium bromide). Solvent: O (water), C(Cl)Cl (methylene chloride). Run at temperature 5 celsius, time 16 hour. The product is C(C)(=O)OC1=CC=C(C(=O)OC2=C(C=C(C=C2)OC(C2=CC=C(C=C2)OC(C)=O)=O)C)C=C1 (1,4-BIS(4-ACETOXYBENZOYLOXY)-2-METHYLBENZENE). RXN SMILES: [C:1]([O:4][C:5]1[CH:13]=[CH:12][C:8]([C:9]([OH:11])=[O:10])=[CH:7][CH:6]=1)(=[O:3])[CH3:2].S(Cl)(Cl)=O.[CH3:18][C:19]1[CH:25]=[C:24]([OH:26])[CH:23]=[CH:22][C:20]=1O.[OH-:27].[Na+].S(S([O-])=O)([O-])(=O)=O.[Na+].[Na+]>O.[Br-].C([N+](CCCC)(CCCC)CCCC)CCC.C(Cl)Cl>[C:1]([O:4][C:5]1[CH:13]=[CH:12][C:8]([C:9]([O:11][C:20]2[CH:22]=[CH:23][C:24]([O:26][C:9](=[O:10])[C:8]3[CH:12]=[CH:13][C:5]([O:27][C:1](=[O:3])[CH3:2])=[CH:6][CH:7]=3)=[CH:25][C:19]=2[CH3:18])=[O:10])=[CH:7][CH:6]=1)(=[O:3])[CH3:2] |f:3.4,5.6.7,9.10|. Reported procedure: An amount of 4-acetoxybenzoic acid (9.0 g, 0.05 mole) and 45 ml of thionyl chloride (74.5 g, 0.63 mole) were refluxed on a steam bath for 4 hours in a 100-ml, single neck, round bottom flask equipped with a reflux condenser, magnetic stir bar and drying tube. The reflux condenser was replaced with a distillation head, condenser and receiver and the excess thionyl chloride was distilled. When the rate of distillation slowed, a vacuum was applied to remove the last traces of unreacted thionyl chlo... Reactants: O=C([O-])[O-], CN(C)C=O, CCC(C)(C)Cc1cn(C(c2ccccc2)(c2ccccc2)c2ccccc2)c(CC(c2ccc(-c3ccc(F)cn3)cc2)N(C)S(=O)(=O)c2ccc([N+](=O)[O-])cc2)n1, [K+], [K+], Sc1ccccc1. Product: CCC(C)(C)Cc1cn(C(c2ccccc2)(c2ccccc2)c2ccccc2)c(CC(NC)c2ccc(-c3ccc(F)cn3)cc2)n1. As a reaction SMILES: [C:1](=[O:2])([O-:3])[O-:4].[CH3:73][N:74]([CH3:75])[CH:76]=[O:77].[CH3:7][C:8]([CH2:9][c:10]1[n:11][c:12]([CH2:34][CH:35]([c:36]2[cH:37][cH:38][c:39](-[c:42]3[n:43][cH:44][c:45]([F:48])[cH:46][cH:47]3)[cH:40][cH:41]2)[N:49]([S:50]([c:51]2[cH:52][cH:53][c:54]([N+:55]([O-:56])=[O:57])[cH:58][cH:59]2)(=[O:60])=[O:61])[CH3:62])[n:13]([C:15]([c:16]2[cH:17][cH:18][cH:19][cH:20][cH:21]2)([c:22]2[cH:23][cH:24][cH:25][cH:26][cH:27]2)[c:28]2[cH:29][cH:30][cH:31][cH:32][cH:33]2)[cH:14]1)([CH2:63][CH3:64])[CH3:65].[K+:5].[K+:6].[SH:66][c:67]1[cH:68][cH:69][cH:70][cH:71][cH:72]1>>[CH3:7][C:8]([CH2:9][c:10]1[n:11][c:12]([CH2:34][CH:35]([c:36]2[cH:37][cH:38][c:39](-[c:42]3[n:43][cH:44][c:45]([F:48])[cH:46][cH:47]3)[cH:40][cH:41]2)[NH:49][CH3:62])[n:13]([C:15]([c:16]2[cH:17][cH:18][cH:19][cH:20][cH:21]2)([c:22]2[cH:23][cH:24][cH:25][cH:26][cH:27]2)[c:28]2[cH:29][cH:30][cH:31][cH:32][cH:33]2)[cH:14]1)([CH2:63][CH3:64])[CH3:65]. The reactants are [Li]CCCC, CCOCC, Cc1nccs1, C[Sn](C)(C)Cl. The product is Cc1ncc([Sn](C)(C)C)s1. Reaction SMILES: [CH2:7]([Li:8])[CH2:9][CH2:10][CH3:11].[CH3:17][CH2:18][O:19][CH2:20][CH3:21].[CH3:1][c:2]1[s:3][cH:4][cH:5][n:6]1.[Cl:12][Sn:13]([CH3:14])([CH3:15])[CH3:16]>>[CH3:1][c:2]1[s:3][c:4]([Sn:13]([CH3:14])([CH3:15])[CH3:16])[cH:5][n:6]1. The reactants are CN1C(=O)NC(=O)C1 (1-methylhydantoin), NC[C@H]1N(CCC1)CC ((S)-(−)-2-aminomethyl-1-ethylpyrrolidine), C(C)=O (acetaldehyde). Product: NCCCCN1C(N(CC1=O)C)=O (3-(4-aminobutyl)-1-methylimidazolidine-2,4-dione). RXN SMILES: [CH3:1][N:2]1[CH2:8][C:6](=[O:7])[NH:5][C:3]1=[O:4].[NH2:9][CH2:10][C@@H:11]1[CH2:15][CH2:14]CN1CC.C(=O)C>>[NH2:9][CH2:10][CH2:11][CH2:15][CH2:14][N:5]1[C:6](=[O:7])[CH2:8][N:2]([CH3:1])[C:3]1=[O:4]. Reported procedure: By using 1-methylhydantoin (2.8 g) as a starting material, the title compound (1.38 g) was obtained in the same manners as those of Reference Example 63, (1) and Reference Example 9, (2). Reactants: ( III ), COC(=O)C1=C(SC=C1)N (methyl-2-amino-thiophene-3-carboxylate), C(C)C(C(=O)Cl)C(=O)Cl (ethylmalonyl chloride), C(C)OC(=O)C1=C(C2=C(NC1=O)SC=C2)Cl (4-chloro-6-oxo-6,7-dihydro-thieno[2,3-b]pyridine-5-carboxylic acid ethyl ester), ( 42 ). Product: COC(=O)C1=C(SC=C1)NC(CC(=O)OCC)=O (2-(2-ethoxycarbonyl-acetylamino)-thiophene-3-carboxylic acid methyl ester). RXN SMILES: [CH2:1]([O:3][C:4]([C:6]1[C:11](=[O:12])NC2SC=CC=2C=1Cl)=[O:5])[CH3:2].[CH3:17][O:18][C:19]([C:21]1[CH:25]=[CH:24][S:23][C:22]=1[NH2:26])=[O:20].C(C(C(Cl)=O)C(Cl)=O)C>>[CH3:17][O:18][C:19]([C:21]1[CH:25]=[CH:24][S:23][C:22]=1[NH:26][C:11](=[O:12])[CH2:6][C:4]([O:3][CH2:1][CH3:2])=[O:5])=[O:20]. Reported procedure: A preferred intermediate in the preparation of compounds of structure (III) is 4-chloro-6-oxo-6,7-dihydro-thieno[2,3-b]pyridine-5-carboxylic acid ethyl ester, depicted by formula (42) below. To prepare this intermediate, methyl-2-amino-thiophene-3-carboxylate was reacted with ethylmalonyl chloride to yield intermediate 2-(2-ethoxycarbonyl-acetylamino)-thiophene-3-carboxylic acid methyl ester, depicted by formula (39). This intermediate was converted to 4-hydroxy-6-oxo-6,7-dihydro-thieno[2,3-b]py... The reactants are BrBr (Bromine), ClC1=CC2=C(C(C3=NC=CC=C3CO2)=C2CCN(CC2)C(=O)OCC)C=C1 (ethyl 4-(8-chloro-5,11-dihydro[1]benzoxepino[4,3-b]pyridin-11-ylidene)-1-piperidine-carboxylate), [OH-].[Na+] (NaOH). Solvent: C(Cl)Cl (methylene chloride). Run at temperature 20 celsius, time 2 hour. The product is BrC=1C(=CC2=C(C(C3=NC=CC=C3CO2)=C2CCN(CC2)C(=O)OCC)C1)Cl (ethyl 4-(9-bromo-8-chloro-5,11-dihydro[1]benzoxepino[4,3-b]pyridin-11-ylidene)-1-piperidine-carboxylate). Isolated yield 66.3%. Reaction SMILES: [Br:1]Br.[Cl:3][C:4]1[CH:29]=[CH:28][C:7]2[C:8](=[C:17]3[CH2:22][CH2:21][N:20]([C:23]([O:25][CH2:26][CH3:27])=[O:24])[CH2:19][CH2:18]3)[C:9]3[C:14]([CH2:15][O:16][C:6]=2[CH:5]=1)=[CH:13][CH:12]=[CH:11][N:10]=3.[OH-].[Na+]>C(Cl)Cl>[Br:1][C:29]1[C:4]([Cl:3])=[CH:5][C:6]2[O:16][CH2:15][C:14]3[C:9](=[N:10][CH:11]=[CH:12][CH:13]=3)[C:8](=[C:17]3[CH2:22][CH2:21][N:20]([C:23]([O:25][CH2:26][CH3:27])=[O:24])[CH2:19][CH2:18]3)[C:7]=2[CH:28]=1 |f:2.3|. Procedure details: Bromine (0.5 ml, 9.7 mmol) was added to a solution of ethyl 4-(8-chloro-5,11-dihydro[1]benzoxepino[4,3-b]pyridin-11-ylidene)-1-piperidine-carboxylate (1.0 g., 2.6 mmol) in methylene chloride (15 ml) at 20° C. The solution was stirred for 2 hours at 20° C. The reaction mixture was poured onto ice (50 g), basified with 10% NaOH, and extracted with methylene chloride (100 ml). The organic layer was separated, washed with water (20 ml), dried (MgSO4), filtered and evaporated, yielding an oil which w... Starting materials: N#CN (cyanamide), FC(C=1C=C(N)C=CC1)(F)F (3-trifluoromethyl-aniline), [N+](=O)(O)[O-] (nitric acid). The solvent is C(C)O (ethanol). Product: [N+](=O)(O)[O-].FC(C=1C=C(C=CC1)NC(=N)N)(F)F (3-trifluoromethyl-phenylguanidine nitrate). RXN SMILES: [N:1]#[C:2][NH2:3].[F:4][C:5]([F:14])([F:13])[C:6]1[CH:7]=[C:8]([CH:10]=[CH:11][CH:12]=1)[NH2:9].[N+:15]([O-:18])([OH:17])=[O:16]>C(O)C>[N+:15]([O-:18])([OH:17])=[O:16].[F:4][C:5]([F:13])([F:14])[C:6]1[CH:7]=[C:8]([NH:9][C:2]([NH2:3])=[NH:1])[CH:10]=[CH:11][CH:12]=1 |f:4.5|. Reported procedure: 6.3 g (150 mmol) of cyanamide (50% in water) are added to a suspension of 16.1 g (100 mmol) of 3-trifluoromethyl-aniline in 35 ml of ethanol. 7.0 ml of nitric acid (65%, 0.1 mol) are then added to the brown solution and the reaction mixture is heated for 20 h under RF. It is then cooled to 0° and filtered, and the material retained on the filter is washed with ethanol and dried at 60° under HV to give 3-trifluoromethyl-phenylguanidine nitrate; 1H-NMR (dimethyl sulfoxide): 7.6 (7H,m), 9.9 (1H,br,... Reactants: [H-].[Na+] (sodium hydride), C(C)(C)(C)C1=CC=C(C=C1)CCO (2-[4-(t-butyl)phenyl]ethanol), ClC1=NC=NC2=CC=CC=C12 (4-chloroquinazoline). The solvent is CN(C)C=O (DMF), CN(C)C=O (DMF), O (water). Reaction conditions: time 1 hour. Product: C(C)(C)(C)C1=CC=C(C=C1)CCOC1=NC=NC2=CC=CC=C12 (4-[2-[4-(t-Butyl)phenyl]ethoxy]quinazoline). Yield: 28.4%. As a reaction SMILES: [H-].[Na+].[C:3]([C:7]1[CH:12]=[CH:11][C:10]([CH2:13][CH2:14][OH:15])=[CH:9][CH:8]=1)([CH3:6])([CH3:5])[CH3:4].Cl[C:17]1[C:26]2[C:21](=[CH:22][CH:23]=[CH:24][CH:25]=2)[N:20]=[CH:19][N:18]=1>CN(C=O)C.O>[C:3]([C:7]1[CH:8]=[CH:9][C:10]([CH2:13][CH2:14][O:15][C:17]2[C:26]3[C:21](=[CH:22][CH:23]=[CH:24][CH:25]=3)[N:20]=[CH:19][N:18]=2)=[CH:11][CH:12]=1)([CH3:6])([CH3:4])[CH3:5] |f:0.1|. Reported procedure: To a solution of 1.1 g of sodium hydride in 50 ml of DMF, 4.0 g of 2-[4-(t-butyl)phenyl]ethanol was added, and the mixture was stirred at room temperature for one hour. Then 3.6 g of 4-chloroquinazoline in 20 ml of DMF were added, and the mixture was stirred at room temperature overnight. The mixture was then poured into a mixture of ice in water. The product was extracted into CH2Cl2, and the resulting solution was concentrated to dryness. TLC showed one major spot and five minor spots. The pro... Starting materials: C(C(=O)C)CC(C)=O (Acetonylacetone), C(C)(=O)O (acetic acid), NC1=CC2=C(OC3=C(S(C2)(=O)=O)C=C(C=C3C)C(=O)O)C(=C1)C (2-Amino-4,6-dimethyl-10,10-dioxo-10,11-dihydro-5-oxa-10lambda*6*-thia-dibenzo[a,d]cycloheptene-8-carboxylic acid). Solvent: C1(=CC=CC=C1)C (toluene). Product: CC=1N(C(=CC1)C)C1=CC2=C(OC3=C(S(C2)(=O)=O)C=C(C=C3C)C(=O)O)C(=C1)C (2-(2,5-dimethyl-pyrrol-1-yl)-4,6-dimethyl-10,10-dioxo-10,11-dihydro-5-oxa-10lambda*6*-thia-dibenzo[a,d]cycloheptene-8-carboxylic acid). Isolated yield 51.0%. As a reaction SMILES: [CH2:1]([CH2:5][C:6](=O)[CH3:7])[C:2]([CH3:4])=O.C(O)(=O)C.[NH2:13][C:14]1[CH:34]=[C:33]([CH3:35])[C:17]2[O:18][C:19]3[C:28]([CH3:29])=[CH:27][C:26]([C:30]([OH:32])=[O:31])=[CH:25][C:20]=3[S:21](=[O:24])(=[O:23])[CH2:22][C:16]=2[CH:15]=1>C1(C)C=CC=CC=1>[CH3:7][C:6]1[N:13]([C:14]2[CH:34]=[C:33]([CH3:35])[C:17]3[O:18][C:19]4[C:28]([CH3:29])=[CH:27][C:26]([C:30]([OH:32])=[O:31])=[CH:25][C:20]=4[S:21](=[O:24])(=[O:23])[CH2:22][C:16]=3[CH:15]=2)[C:2]([CH3:4])=[CH:1][CH:5]=1. Procedure details: Acetonylacetone (0.040 g, 0.35 mmol)) and acetic acid (0.1 mL, 1.7 mmol) were added to a solution of the methylester of Example 36j in toluene (10 mL). The reaction mixture was refluxed for 6 h, concentrated and triturated with PE60-80° C. The organic extract was concentrated and the crude obtained was purified using flash chromatography (silica gel, EtOAc/PE60-80° C.). It was then subjected to hydrolysis as described in Example 1i to obtain the title compound (J. Chem. Soc., Chem. commun., 800-...